The task is: describe an organic reaction: reactants, conditions, products, and yield. This data is from the Open Reaction Database (ORD), a public repository of structured organic reaction records. The reactants are C(C)(=O)NNC1=CC=C(C=C1)N1C(SCC1(C1=CC=CC=C1)O)=S (3-[4-(2-Acetylhydrazino)phenyl]-4-hydroxy-4-phenyl-thiazolidine-2-thione), O (water). The reagents and catalysts are Cl (hydrochloric acid). The solvent is CO (methanol). Run at temperature 80 celsius. Yields the product C(C)(=O)NNC1=CC=C(C=C1)N1C(SC=C1C1=CC=CC=C1)=S (3-[4-( 2-Acetylhydrazino)phenyl]-4-phenyl-4-thiazoline-2-thione). RXN SMILES: [C:1]([NH:4][NH:5][C:6]1[CH:11]=[CH:10][C:9]([N:12]2[C:16](O)([C:17]3[CH:22]=[CH:21][CH:20]=[CH:19][CH:18]=3)[CH2:15][S:14][C:13]2=[S:24])=[CH:8][CH:7]=1)(=[O:3])[CH3:2].O>Cl.CO>[C:1]([NH:4][NH:5][C:6]1[CH:7]=[CH:8][C:9]([N:12]2[C:16]([C:17]3[CH:18]=[CH:19][CH:20]=[CH:21][CH:22]=3)=[CH:15][S:14][C:13]2=[S:24])=[CH:10][CH:11]=1)(=[O:3])[CH3:2]. Procedure: 3-[4-(2-Acetylhydrazino)phenyl]-4-hydroxy-4-phenyl-thiazolidine-2-thione (1.0 g, 0.0028 mole) was added to water (25 ml) and methanol (5 ml). Concentrated hydrochloric acid (2 drops) was added; and the resulting mixture was stirred and heated at 80° C for 3 hours. The reaction mixture was chilled in ice, and the solid was filtered off. The product was washed with water, then ether, and allowed to dry. Yield 0.80 g (84%), m.p. 230°-232° C. The reactants are OCC=1NC=2C(=NC=CC2)N1 (2-hydroxymethyl-1H-imidazo[4,5-b]pyridine), [H-].[Na+] (sodium hydride), CI (methyl iodide). Run in CN(C=O)C (dimethylformamide). Yields the product OCC=1N(C=2C(=NC=CC2)N1)C (2-Hydroxymethyl-1-methyl-1H-imidazo[4,5-b]pyridine). Reaction SMILES: [OH:1][CH2:2][C:3]1[NH:4][C:5]2[C:6]([N:11]=1)=[N:7][CH:8]=[CH:9][CH:10]=2.[H-].[Na+].[CH3:14]I>CN(C)C=O>[OH:1][CH2:2][C:3]1[N:4]([CH3:14])[C:5]2[C:6]([N:11]=1)=[N:7][CH:8]=[CH:9][CH:10]=2 |f:1.2|. Procedure details: A procedure similar to that described in Preparation 15 was repeated, except that 45 g of 2-hydroxymethyl-1H-imidazo[4,5-b]pyridine, 13.17 g of sodium hydride (as a 55% by weight dispersion in mineral oil), 20.7 ml of methyl iodide and 1.43 liter of dimethylformamide were used, to give the title compound as a crude product. This crude product was purified by column chromatography through silica gel, using a gradient elution method, with mixtures of ethyl acetate and methanol in ratios ranging fr... Isolated yield 88.6%. Reactants: ClC(C1=NC2=C(C=CC=C2C(=C1C(=O)OCC)O)C(F)(F)F)Cl (ethyl 2-dichloromethyl-4-hydroxy-8-trifluoromethyl-3-quinoline-carboxylate), [OH-].[Na+] (sodium hydroxide). Procedure details: A solution of 22 g of the product of Step A, 220 ml of ethanol and 110 ml of sodium hydroxide was stirred at room temperature for 36 hours and the ethanol was then evaporated at less than 40° C. under reduced pressure. The solution was diluted with 200 ml of water and ice and the pH was adjusted to 1 by addition of concentrated hydrochloric acid. The mixture was vacuum filtered and the product was washed with water and then was dissolved in ether. The solution was filtered and the filtrate was d... The product is ClC(C1=NC2=C(C=CC=C2C(=C1C(=O)O)O)C(F)(F)F)Cl (2-dichloromethyl-4-hydroxy-8-trifluoromethyl-3-quinoline-carboxylic acid). The solvent is C(C)O (ethanol). As a reaction SMILES: [Cl:1][CH:2]([Cl:23])[C:3]1[C:12]([C:13]([O:15]CC)=[O:14])=[C:11]([OH:18])[C:10]2[C:5](=[C:6]([C:19]([F:22])([F:21])[F:20])[CH:7]=[CH:8][CH:9]=2)[N:4]=1.[OH-].[Na+]>C(O)C>[Cl:23][CH:2]([Cl:1])[C:3]1[C:12]([C:13]([OH:15])=[O:14])=[C:11]([OH:18])[C:10]2[C:5](=[C:6]([C:19]([F:22])([F:20])[F:21])[CH:7]=[CH:8][CH:9]=2)[N:4]=1 |f:1.2|. Reactants: O=C(Cc1nc2c(C(F)(F)F)cccc2[nH]1)NC1CCN(Cc2ccccc2)C1, CO, [H][H], [Pd]. Yields the product O=C(Cc1nc2c(C(F)(F)F)cccc2[nH]1)NC1CCNC1. Reaction SMILES: [CH2:1]([c:2]1[cH:3][cH:4][cH:5][cH:6][cH:7]1)[N:8]1[CH2:9][CH:10]([NH:13][C:14]([CH2:15][c:16]2[n:17][c:18]3[c:19]([nH:20]2)[cH:21][cH:22][cH:23][c:24]3[C:25]([F:26])([F:27])[F:28])=[O:29])[CH2:11][CH2:12]1.[CH3:32][OH:33].[H:30][H:31].[Pd:34]>>[NH:8]1[CH2:9][CH:10]([NH:13][C:14]([CH2:15][c:16]2[n:17][c:18]3[c:19]([nH:20]2)[cH:21][cH:22][cH:23][c:24]3[C:25]([F:26])([F:27])[F:28])=[O:29])[CH2:11][CH2:12]1. RXN SMILES: [CH3:31][OH:32].[CH:1]1([N:6]2[CH:7]([CH2:29][CH3:30])[C:8](=[O:28])[N:9]([CH3:27])[c:10]3[cH:11][n:12][c:13](-[n:16]4[c:17]([C:21]5=[CH:26][CH2:25][O:24][CH2:23][CH2:22]5)[n:18][cH:19][cH:20]4)[n:14][c:15]32)[CH2:2][CH2:3][CH2:4][CH2:5]1>>[CH:1]1([N:6]2[CH:7]([CH2:29][CH3:30])[C:8](=[O:28])[N:9]([CH3:27])[c:10]3[cH:11][n:12][c:13](-[n:16]4[c:17]([CH:21]5[CH2:22][CH2:23][O:24][CH2:25][CH2:26]5)[n:18][cH:19][cH:20]4)[n:14][c:15]32)[CH2:2][CH2:3][CH2:4][CH2:5]1. The product is CCC1C(=O)N(C)c2cnc(-n3ccnc3C3CCOCC3)nc2N1C1CCCC1. Reactants: CO, CCC1C(=O)N(C)c2cnc(-n3ccnc3C3=CCOCC3)nc2N1C1CCCC1. Procedure details: To a solution of 2-(2-Fluoro-phenyl)-1H-pyrrolo[3,2-c]pyridine (50 mg, 0.244 mmole) in DMF (1 ml) was added 10% (w/v) aqueous NaOH (113 μl, 0.28 mmole) followed by a solution of 5-Chloromethyl-3-(4-fluoro-2-trifluoromethyl-phenyl)-isoxazole (79 mg, 0.28 mmole) in DMF (0.5 ml). The reaction mixture was stirred at room temperature for 12 hours. The crude reaction mixture was purified by reverse phase HPLC with mass directed collection. Obtained 115 mg (86%) of 2-(2-Fluoro-phenyl)-5-[3-(4-fluoro-2-... Isolated yield 86.0%. Starting materials: CN(C)C=O (DMF), FC1=C(C=CC=C1)C1=CC=2C=NC=CC2N1 (2-(2-Fluoro-phenyl)-1H-pyrrolo[3,2-c]pyridine), [OH-].[Na+] (NaOH), CN(C)C=O (DMF), ClCC1=CC(=NO1)C1=C(C=C(C=C1)F)C(F)(F)F (5-Chloromethyl-3-(4-fluoro-2-trifluoromethyl-phenyl)-isoxazole). As a reaction SMILES: [F:1][C:2]1[CH:7]=[CH:6][CH:5]=[CH:4][C:3]=1[C:8]1[NH:16][C:15]2[CH:14]=[CH:13][N:12]=[CH:11][C:10]=2[CH:9]=1.[OH-:17].[Na+].Cl[CH2:20][C:21]1[O:25][N:24]=[C:23]([C:26]2[CH:31]=[CH:30][C:29]([F:32])=[CH:28][C:27]=2[C:33]([F:36])([F:35])[F:34])[CH:22]=1.CN([CH:40]=[O:41])C>>[F:34][C:33]([F:36])([F:35])[C:40]([O-:41])=[O:17].[F:1][C:2]1[CH:7]=[CH:6][CH:5]=[CH:4][C:3]=1[C:8]1[NH+:16]=[C:15]2[C:10](=[CH:11][N:12]([CH2:20][C:21]3[O:25][N:24]=[C:23]([C:26]4[CH:31]=[CH:30][C:29]([F:32])=[CH:28][C:27]=4[C:33]([F:36])([F:34])[F:35])[CH:22]=3)[CH:13]=[CH:14]2)[CH:9]=1 |f:1.2,5.6|. Yields the product FC(C(=O)[O-])(F)F.FC1=C(C=CC=C1)C1=CC2=CN(C=CC2=[NH+]1)CC1=CC(=NO1)C1=C(C=C(C=C1)F)C(F)(F)F (2-(2-Fluoro-phenyl)-5-[3-(4-fluoro-2-trifluoromethyl-phenyl)-isoxazol-5-ylmethyl]-5H-pyrrolo[3,2-c]pyridinium trifluoroacetate). Reaction conditions: time 12 hour.